From a dataset of the Open Reaction Database (ORD), a public repository of structured organic reaction records. describe an organic reaction: reactants, conditions, products, and yield The reactants are O=C(Cl)c1ccc(Br)cc1, ClCCl, CC(C)(N)CO. The product is CC1(C)COC(c2ccc(Br)cc2)=N1. RXN SMILES: [Br:1][c:2]1[cH:3][cH:4][c:5]([C:6](=[O:7])[Cl:8])[cH:9][cH:10]1.[Cl:17][CH2:18][Cl:19].[NH2:11][C:12]([CH2:13][OH:14])([CH3:15])[CH3:16]>>[Br:1][c:2]1[cH:3][cH:4][c:5]([C:6]2=[N:11][C:12]([CH3:15])([CH3:16])[CH2:13][O:7]2)[cH:9][cH:10]1. Reactants: [OH-].[NH4+] (ammonium hydroxide), SCC(=O)NC=1C=C(C(=O)NCC(=O)O)C=CC1 (N-[3-(mercaptoacetylamino)benzoyl]glycine), C(N(CC(=O)[O-])CC(=O)O)CN(CC(=O)O)CC(=O)[O-].[Na+].[Na+] (disodium edetate). Solvent: O1CCCC1 (tetrahydrofuran), O1CCCC1 (tetrahydrofuran). Run at time 8 hour. Yields the product [NH4+].SCC(=O)NC=1C=C(C(=O)NCC(=O)[O-])C=CC1 (N-[3-(mercaptoacetylamino)benzoyl]glycine ammonium salt). Isolated yield 79.3%. As a reaction SMILES: [OH-].[NH4+].[SH:3][CH2:4][C:5]([NH:7][C:8]1[CH:9]=[C:10]([CH:18]=[CH:19][CH:20]=1)[C:11]([NH:13][CH2:14][C:15]([OH:17])=[O:16])=[O:12])=[O:6].C(CN(CC([O-])=O)CC(O)=O)N(CC(O)=O)CC([O-])=O.[Na+].[Na+]>O1CCCC1>[NH4+:7].[SH:3][CH2:4][C:5]([NH:7][C:8]1[CH:9]=[C:10]([CH:18]=[CH:19][CH:20]=1)[C:11]([NH:13][CH2:14][C:15]([O-:17])=[O:16])=[O:12])=[O:6] |f:0.1,3.4.5,7.8|. Reported procedure: An aqueous solution of 3N ammonium hydroxide (7.2 ml., 0.0216 mole) is slowly added to a suspension of N-[3-(mercaptoacetylamino)benzoyl]glycine (5 g., 0.0186 mole) in 40 ml. of tetrahydrofuran with 5 mg. of disodium edetate. The resulting solution is diluted with 300 ml. of tetrahydrofuran and after cooling in a dry ice-ethanol bath to promote crystallization is stirred overnight. The precipitated solid is collected, washed with tetrahydrofuran and air dried to afford 4.6 g., (79.3% yield) of N...